This data is from the Open Reaction Database (ORD), a public repository of structured organic reaction records. The task is: describe an organic reaction: reactants, conditions, products, and yield The reactants are CCN=C=NCCCN(CC)CC, CCOC(C)=O, CN(C)C=O, [Cl-], O=C(O)c1ccc(C(=O)C=C(c2cc(Cl)cc(Cl)c2)C(F)(F)F)cc1, NCc1ccccn1. Product: O=C(C=C(c1cc(Cl)cc(Cl)c1)C(F)(F)F)c1ccc(C(=O)NCc2ccccn2)cc1. Reaction SMILES: [CH2:35]([N:36]([CH2:37][CH3:38])[CH2:39][CH2:40][CH2:41][N:42]=[C:43]=[N:44][CH2:45][CH3:46])[CH3:47].[CH3:48][CH2:49][O:50][C:51](=[O:52])[CH3:53].[CH3:54][N:55]([CH3:56])[CH:57]=[O:58].[Cl-:34].[Cl:1][c:2]1[cH:3][c:4]([C:9](=[CH:10][C:11](=[O:12])[c:13]2[cH:14][cH:15][c:16]([C:17](=[O:18])[OH:19])[cH:20][cH:21]2)[C:22]([F:23])([F:24])[F:25])[cH:5][c:6]([Cl:8])[cH:7]1.[c:26]1([CH2:32][NH2:33])[cH:27][cH:28][cH:29][cH:30][n:31]1>>[Cl:1][c:2]1[cH:3][c:4]([C:9](=[CH:10][C:11](=[O:12])[c:13]2[cH:14][cH:15][c:16]([C:17](=[O:18])[NH:33][CH2:32][c:26]3[cH:27][cH:28][cH:29][cH:30][n:31]3)[cH:20][cH:21]2)[C:22]([F:23])([F:24])[F:25])[cH:5][c:6]([Cl:8])[cH:7]1.